This data is from the Open Reaction Database (ORD), a public repository of structured organic reaction records. The task is: describe an organic reaction: reactants, conditions, products, and yield Starting materials: ice, C(C=C)N1CCN(CC1)C(C#CC1=CC=CC=C1)=NC1=CC=C(C=C1)OC (3-(4-Allyl-1-piperazinyl)-3-(4-methoxyphenylimino)-1-phenyl-1-propyne), C1(=CC=CC=C1)C#C (phenylacetylene), C1(=CC=CC=C1)C#C[Li] (phenylethynyllithium), ClC(=NC1=CC=C(OC)C=C1)Cl (N-(dichloromethylene)-p-anisidine), C(C=C)N1CCNCC1 (1-allylpiperazine), C(\C=C/C(=O)O)(=O)O (maleic acid). The solvent is O1CCCC1 (tetrahydrofuran), C(Cl)Cl (methylene chloride), C(C)OCC (ethyl ether), O1CCCC1 (tetrahydrofuran), C(C)#N (acetonitrile), O1CCCC1 (tetrahydrofuran), solution, C(CCC)[Li] (n-butyllithium), CCCCCC (hexane), C(C)#N (acetonitrile). Reaction conditions: temperature 20 celsius, time 30 minute. The product is C(\C=C/C(=O)O)(=O)O.C(\C=C/C(=O)O)(=O)O.C(C=C)N1CCN(CC1)C(C#CC1=CC=CC=C1)=NC1=CC=C(C=C1)OC (3-(4-allyl-1-piperazinyl)-3-(4-methoxyphenylimino)-1-phenyl-1-propyne dimaleate). As a reaction SMILES: [CH2:1]([N:4]1[CH2:9][CH2:8][N:7]([C:10](=[N:19][C:20]2[CH:25]=[CH:24][C:23]([O:26][CH3:27])=[CH:22][CH:21]=2)[C:11]#[C:12][C:13]2[CH:18]=[CH:17][CH:16]=[CH:15][CH:14]=2)[CH2:6][CH2:5]1)[CH:2]=[CH2:3].ClC(Cl)=NC1C=CC(OC)=CC=1.C(N1CCNCC1)C=C.C1(C#C[Li])C=CC=CC=1.C1(C#C)C=CC=CC=1.[C:66]([OH:73])(=[O:72])/[CH:67]=[CH:68]\[C:69]([OH:71])=[O:70]>C(OCC)C.O1CCCC1.C([Li])CCC.CCCCCC.C(Cl)Cl.C(#N)C>[C:66]([OH:73])(=[O:72])/[CH:67]=[CH:68]\[C:69]([OH:71])=[O:70].[C:66]([OH:73])(=[O:72])/[CH:67]=[CH:68]\[C:69]([OH:71])=[O:70].[CH2:1]([N:4]1[CH2:9][CH2:8][N:7]([C:10](=[N:19][C:20]2[CH:25]=[CH:24][C:23]([O:26][CH3:27])=[CH:22][CH:21]=2)[C:11]#[C:12][C:13]2[CH:18]=[CH:17][CH:16]=[CH:15][CH:14]=2)[CH2:6][CH2:5]1)[CH:2]=[CH2:3] |f:12.13.14|. Procedure details: 3-(4-Allyl-1-piperazinyl)-3-(4-methoxyphenylimino)-1-phenyl-1-propyne can be prepared in the following manner: to a solution of N-(dichloromethylene)-p-anisidine (59 g) in ethyl ether (600 cc), a solution of 1-allylpiperazine (72 g) in tetrahydrofuran (450 cc) is added at a temperature of about 20° C. and in the course of 20 minutes, and stirring is continued for a further 30 minutes at a temperature of about 20° C. The precipitate which is formed is separated by filtration. The solution thereby... Reactants: ClC=1C=C(C=CC1)N1N=C(N=N1)C1=NC=CC=C1 (2-[2-(3-chlorophenyl)-2H-tetrazol-5-yl]pyridine), COC1=CC=C(N)C=C1 (4-methoxyaniline), N1=C(C=CC=C1)C=O (2-pyridinecarboxaldehyde). Product: COC1=CC=C(C=C1)N1N=C(N=N1)C1=NC=CC=C1 (2-[2-(4-methoxyphenyl)-2H-tetrazol-5-yl]pyridine). As a reaction SMILES: Cl[C:2]1[CH:3]=[C:4]([N:8]2[N:12]=[N:11][C:10]([C:13]3[CH:18]=[CH:17][CH:16]=[CH:15][N:14]=3)=[N:9]2)[CH:5]=[CH:6][CH:7]=1.[CH3:19][O:20]C1C=CC(N)=CC=1.N1C=CC=CC=1C=O>>[CH3:19][O:20][C:7]1[CH:6]=[CH:5][C:4]([N:8]2[N:12]=[N:11][C:10]([C:13]3[CH:18]=[CH:17][CH:16]=[CH:15][N:14]=3)=[N:9]2)=[CH:3][CH:2]=1. Procedure: Following the procedure described in EXAMPLE 1 for the synthesis of 2-[2-(3-chlorophenyl)-2H-tetrazol-5-yl]pyridine, 4-methoxyaniline (41.8 mg, 0.3 mmol) and 2-pyridinecarboxaldehyde (32.1 mg, 0.3 mmol) were employed to obtain 2-[2-(4-methoxyphenyl)-2H-tetrazol-5-yl]pyridine as an orange solid. The reactants are CCCCO, COc1cccc(N2CCNCC2)c1, OC(CCCl)COc1ccccc1, [Na+], [Na+], O=C([O-])[O-]. Yields the product COc1cccc(N2CCN(CCC(O)COc3ccccc3)CC2)c1. RXN SMILES: [CH2:34]([OH:35])[CH2:36][CH2:37][CH3:38].[CH3:1][O:2][c:3]1[cH:4][c:5]([N:9]2[CH2:10][CH2:11][NH:12][CH2:13][CH2:14]2)[cH:6][cH:7][cH:8]1.[Cl:15][CH2:16][CH2:17][CH:18]([CH2:19][O:20][c:21]1[cH:22][cH:23][cH:24][cH:25][cH:26]1)[OH:27].[Na+:28].[Na+:29].[O-:30][C:31](=[O:32])[O-:33]>>[CH3:1][O:2][c:3]1[cH:4][c:5]([N:9]2[CH2:10][CH2:11][N:12]([CH2:16][CH2:17][CH:18]([CH2:19][O:20][c:21]3[cH:22][cH:23][cH:24][cH:25][cH:26]3)[OH:27])[CH2:13][CH2:14]2)[cH:6][cH:7][cH:8]1. The reactants are ClC=1C2=C(N=C(N1)S(=O)(=O)C)N(C=C2)[C@H]2[C@@H](OCC1=CC=CC=C1)[C@H](OCC1=CC=CC=C1)[C@H](O2)COCC2=CC=CC=C2 (4chloro-2-methylsulfonyl-7-(2,3,5-tri-O-benzyl-β-D-arabinofuranosyl)-7H-pyrrolo[2,3-d]pyrimidine), C(C=C)OCC=C.[Na] (sodium allyloxide), CN(C)C=O (DMF). Run in C(C)(=O)OCC (ethyl acetate). Product: C(C=C)OC=1C2=C(N=C(N1)S(=O)(=O)C)N(C=C2)[C@H]2[C@@H](OCC1=CC=CC=C1)[C@H](OCC1=CC=CC=C1)[C@H](O2)COCC2=CC=CC=C2 (4-allyloxy-2-methylsulfonyl-7-(2,3,5-tri-O-benzyl-β-D-arabinofuranosyl)-7H-pyrrolo[2,3-d]pyrimidine). Reaction SMILES: Cl[C:2]1[C:3]2[CH:14]=[CH:13][N:12]([C@@H:15]3[O:35][C@H:34]([CH2:36][O:37][CH2:38][C:39]4[CH:44]=[CH:43][CH:42]=[CH:41][CH:40]=4)[C@@H:25]([O:26][CH2:27][C:28]4[CH:33]=[CH:32][CH:31]=[CH:30][CH:29]=4)[C@@H:16]3[O:17][CH2:18][C:19]3[CH:24]=[CH:23][CH:22]=[CH:21][CH:20]=3)[C:4]=2[N:5]=[C:6]([S:8]([CH3:11])(=[O:10])=[O:9])[N:7]=1.[CH2:45]([O:48]CC=C)[CH:46]=[CH2:47].[Na].CN(C=O)C>C(OCC)(=O)C>[CH2:45]([O:48][C:2]1[C:3]2[CH:14]=[CH:13][N:12]([C@@H:15]3[O:35][C@H:34]([CH2:36][O:37][CH2:38][C:39]4[CH:44]=[CH:43][CH:42]=[CH:41][CH:40]=4)[C@@H:25]([O:26][CH2:27][C:28]4[CH:33]=[CH:32][CH:31]=[CH:30][CH:29]=4)[C@@H:16]3[O:17][CH2:18][C:19]3[CH:24]=[CH:23][CH:22]=[CH:21][CH:20]=3)[C:4]=2[N:5]=[C:6]([S:8]([CH3:11])(=[O:10])=[O:9])[N:7]=1)[CH:46]=[CH2:47] |f:1.2,^1:51|. Reported procedure: A solution of 10 g of 4chloro-2-methylsulfonyl-7-(2,3,5-tri-O-benzyl-β-D-arabinofuranosyl)-7H-pyrrolo[2,3-d]pyrimidine, 1.35 g of sodium allyloxide, and 50 ml of DMF is stirred at ambient temperature for 24 hours, evaporated in vacuo and coevaporated with xylenes. The residue is distributed between a mixture of ethyl acetate and water and the dried ethyl acetate extracts are evaporated in vacuo to provide crude product. Chromatography of this material over silica gel with ethyl acetate provides ... The reactants are C([O-])([O-])=O.[Cs+].[Cs+] (cesium carbonate), C(C)(=O)OCCOC1=NN(C(=C1I)N(COCCOC)S(=O)(=O)C1=CC=C(C=C1)C(C)(C)C)C (2-[(5-{{[4-(tert-Butyl)phenyl]sulfonyl}[(2-methoxyethoxy)methyl]amino}-4-iodo-1-methyl-1H-pyrazol-3-yl)oxy]ethyl acetate), C1(=CC=CC=C1)B(O)O (benzeneboronic acid). The solvent is O1CCOCC1 (1,4-dioxane), O (water). Yields the product C(C)(=O)OCCOC1=NN(C(=C1C1=CC=CC=C1)N(COCCOC)S(=O)(=O)C1=CC=C(C=C1)C(C)(C)C)C (2-[(5-{{[4-(tert-butyl)phenyl]sulfonyl}[(2-methoxyethoxy)methyl]amino}-1-methyl-4-phenyl-1H-pyrazol-3-yl)oxy]ethyl acetate), solid. RXN SMILES: [C:1]([O:4][CH2:5][CH2:6][O:7][C:8]1[C:12](I)=[C:11]([N:14]([S:21]([C:24]2[CH:29]=[CH:28][C:27]([C:30]([CH3:33])([CH3:32])[CH3:31])=[CH:26][CH:25]=2)(=[O:23])=[O:22])[CH2:15][O:16][CH2:17][CH2:18][O:19][CH3:20])[N:10]([CH3:34])[N:9]=1)(=[O:3])[CH3:2].[C:35]1(B(O)O)[CH:40]=[CH:39][CH:38]=[CH:37][CH:36]=1.C(=O)([O-])[O-].[Cs+].[Cs+]>O1CCOCC1.O>[C:1]([O:4][CH2:5][CH2:6][O:7][C:8]1[C:12]([C:35]2[CH:40]=[CH:39][CH:38]=[CH:37][CH:36]=2)=[C:11]([N:14]([S:21]([C:24]2[CH:29]=[CH:28][C:27]([C:30]([CH3:33])([CH3:32])[CH3:31])=[CH:26][CH:25]=2)(=[O:23])=[O:22])[CH2:15][O:16][CH2:17][CH2:18][O:19][CH3:20])[N:10]([CH3:34])[N:9]=1)(=[O:3])[CH3:2] |f:2.3.4|. Procedure: 2-[(5-{{[4-(tert-Butyl)phenyl]sulfonyl}[(2-methoxyethoxy)methyl]amino}-4-iodo-1-methyl-1H-pyrazol-3-yl)oxy]ethyl acetate (Preparation 14) (1.95 g), benzeneboronic acid (0.78 g) and cesium carbonate (5.26 g) were suspended in 1,4-dioxane (50 ml) and water (5 ml). The mixture was degassed (vacuum and nitrogen atmosphere×5) and then tetrakis(triphenylphosphine)palladium(0) (50 mg) was added and the mixture degassed again. The mixture was heated at reflux for 2 hours and cooled to room temperature o...